The task is: describe an organic reaction: reactants, conditions, products, and yield. This data is from the Open Reaction Database (ORD), a public repository of structured organic reaction records. Reactants: BrC=1C=NC=C(C(=O)NC2=CC=C(C=C2)OC(F)(F)F)C1 (5-bromo-N-(4-(trifluoromethoxy)phenyl)nicotinamide), FC=1C=NC=C(C1)B1OC(C(O1)(C)C)(C)C (3-fluoro-5-(4,4,5,5-tetramethyl-1,3,2-dioxaborolan-2-yl)pyridine), [O-]P(=O)([O-])[O-].[K+].[K+].[K+] (K3PO4), CCO (EtOH), Si-Thiol. The reagents and catalysts are C1=CC=C(C=C1)P([C-]2C=CC=C2)C3=CC=CC=C3.C1=CC=C(C=C1)P([C-]2C=CC=C2)C3=CC=CC=C3.Cl[Pd]Cl.[Fe+2] (PdCl2(dppf)). The solvent is C1(=CC=CC=C1)C (toluene), O (water), C1CCOC1 (THF). Run at temperature 100 celsius, time 1 hour. Product: FC=1C=C(C=NC1)C=1C=NC=C(C1)C(=O)NC1=CC=C(C=C1)OC(F)(F)F (5′-Fluoro-N-(4-(trifluoromethoxy)phenyl)-[3,3′-bipyridine]-5-carboxamide). As a reaction SMILES: Br[C:2]1[CH:3]=[N:4][CH:5]=[C:6]([CH:21]=1)[C:7]([NH:9][C:10]1[CH:15]=[CH:14][C:13]([O:16][C:17]([F:20])([F:19])[F:18])=[CH:12][CH:11]=1)=[O:8].[F:22][C:23]1[CH:24]=[N:25][CH:26]=[C:27](B2OC(C)(C)C(C)(C)O2)[CH:28]=1.[O-]P([O-])([O-])=O.[K+].[K+].[K+].CCO>C1COCC1.C1C=CC(P(C2C=CC=CC=2)[C-]2C=CC=C2)=CC=1.C1C=CC(P(C2C=CC=CC=2)[C-]2C=CC=C2)=CC=1.Cl[Pd]Cl.[Fe+2].C1(C)C=CC=CC=1.O>[F:22][C:23]1[CH:28]=[C:27]([C:2]2[CH:3]=[N:4][CH:5]=[C:6]([C:7]([NH:9][C:10]3[CH:15]=[CH:14][C:13]([O:16][C:17]([F:20])([F:19])[F:18])=[CH:12][CH:11]=3)=[O:8])[CH:21]=2)[CH:26]=[N:25][CH:24]=1 |f:2.3.4.5,8.9.10.11|. Reported procedure: A mixture of 5-bromo-N-(4-(trifluoromethoxy)phenyl)nicotinamide (Stage 42.1, 5 g, 13.85 mmol), 3-fluoro-5-(4,4,5,5-tetramethyl-1,3,2-dioxaborolan-2-yl)pyridine (3.5 g, 15.23 mmol), PdCl2(dppf) (0.507 g, 0.692 mmol), K3PO4 (8.82 g, 41.5 mmol), EtOH (9.33 mL), water (14 mL) and toluene (70 mL) was stirred at 100° C. for 1 h. The solvent was evaporated off under reduced pressure and the residue was treated with water and extracted with EtOAc. The combined extracts were washed with water and brine, ... The reactants are CNC1=C(C=C(C(=O)O)C=C1)[N+](=O)[O-] (4-methylamino-3-nitrobenzoic acid), CN(C)C=O (DMF), [H][H] (hydrogen). The reagents and catalysts are [Pd] (palladium on activated charcoal). Product: CN1C=NC2=C1C=CC(=C2)C(=O)O (1-methylbenzimidazol-5-carboxylic acid). As a reaction SMILES: [CH3:1][NH:2][C:3]1[CH:11]=[CH:10][C:6]([C:7]([OH:9])=[O:8])=[CH:5][C:4]=1[N+:12]([O-])=O.[H][H].[CH3:17]N(C=O)C>[Pd]>[CH3:1][N:2]1[C:3]2[CH:11]=[CH:10][C:6]([C:7]([OH:9])=[O:8])=[CH:5][C:4]=2[N:12]=[CH:17]1. Procedure details: 25.0 g of 4-methylamino-3-nitrobenzoic acid, dissolved in 200 ml DMF, are hydrogenated for 5 hours at a hydrogen pressure of 30 psi with the addition of 2.5 g of palladium on activated charcoal (10%). The catalyst is suction filtered and the solvent is distilled off. The residue is stirred with diethyl ether, suction filtered and dried. The crude product thus obtained (19.7 g) is refluxed for 2 hours in 250 ml formic acid. After the solvent has been distilled off the residue is stirred with diet... Starting materials: O=C1CCC(=O)N1Br, ClC(Cl)Cl, Nc1nc(-c2ccco2)cs1, O. Yields the product Nc1nc(-c2ccco2)c(Br)s1. Reaction SMILES: [Br:12][N:13]1[C:14](=[O:15])[CH2:16][CH2:17][C:18]1=[O:19].[CH:21]([Cl:22])([Cl:23])[Cl:24].[NH2:1][c:2]1[s:3][cH:4][c:5](-[c:7]2[o:8][cH:9][cH:10][cH:11]2)[n:6]1.[OH2:20]>>[NH2:1][c:2]1[s:3][c:4]([Br:12])[c:5](-[c:7]2[o:8][cH:9][cH:10][cH:11]2)[n:6]1. Starting materials: BrCC1=C(OC2=CC=CC=C2C1=O)C1=CC=C(C=C1)O (3-bromomethyl-2-(4-hydroxyphenyl)-4H-chromen-4-one), C[O-].[Na+] (sodium methoxide), CO (MeOH). Solvent: CC(=O)O (AcOH). Run at time 8 hour. The product is OC1=CC=C(C=C1)C=1OC2=CC=CC=C2C(C1COC)=O (2-(4-hydroxyphenyl)-3-(methoxymethyl)-4H-chromen-4-one). Yield: 35.0%. As a reaction SMILES: Br[CH2:2][C:3]1[C:12](=[O:13])[C:11]2[C:6](=[CH:7][CH:8]=[CH:9][CH:10]=2)[O:5][C:4]=1[C:14]1[CH:19]=[CH:18][C:17]([OH:20])=[CH:16][CH:15]=1.[CH3:21][O-:22].[Na+].CO>CC(O)=O>[OH:20][C:17]1[CH:18]=[CH:19][C:14]([C:4]2[O:5][C:6]3[C:11]([C:12](=[O:13])[C:3]=2[CH2:2][O:22][CH3:21])=[CH:10][CH:9]=[CH:8][CH:7]=3)=[CH:15][CH:16]=1 |f:1.2|. Procedure details: A mixture of 3-bromomethyl-2-(4-hydroxyphenyl)-4H-chromen-4-one (0.52 g, 1.57 mmol), sodium methoxide (1.36 mL, 6.28 mmol, 25% in MeOH) and anhydrous MeOH (10 mL) was stirred overnight at rt. The reaction mixture was neutralized by addition of AcOH and the solvent was removed. The residue was poured into water and the solid was collected and purified by column chromatography (hexane:EtOAc 2:1) to give 155 mg of 2-(4-hydroxyphenyl)-3-(methoxymethyl)-4H-chromen-4-one (35.0%). MS (ES) m/z: 283.95 (... Reactants: CS(C)=O, CCCC1=CCCCC1NC(=S)NCCO. The product is CCCC1=CCCCC1O. Reaction SMILES: [CH3:17][S:18](=[O:19])[CH3:20].[OH:1][CH2:2][CH2:3][NH:4][C:5]([NH:6][CH:8]1[C:9]([CH2:14][CH2:15][CH3:16])=[CH:10][CH2:11][CH2:12][CH2:13]1)=[S:7]>>[CH:8]1([OH:19])[C:9]([CH2:14][CH2:15][CH3:16])=[CH:10][CH2:11][CH2:12][CH2:13]1. Reactants: Brc1nccs1, COc1ccc(B(O)O)cc1, [K+], [K+], O=C([O-])[O-], C1COCCO1. The product is COc1ccc(-c2nccs2)cc1. Reaction SMILES: [Br:1][c:2]1[s:3][cH:4][cH:5][n:6]1.[CH3:7][O:8][c:9]1[cH:10][cH:11][c:12]([B:15]([OH:16])[OH:17])[cH:13][cH:14]1.[K+:18].[K+:19].[O-:20][C:21]([O-:22])=[O:23].[O:24]1[CH2:25][CH2:26][O:27][CH2:28][CH2:29]1>>[c:2]1(-[c:12]2[cH:11][cH:10][c:9]([O:8][CH3:7])[cH:14][cH:13]2)[s:3][cH:4][cH:5][n:6]1.